From a dataset of the Open Reaction Database (ORD), a public repository of structured organic reaction records. describe an organic reaction: reactants, conditions, products, and yield The reactants are CC(NC(=O)c1cc(Cl)cnc1Cl)c1ccc(C(=O)OC(C)(C)C)cc1, Oc1cc(F)ccc1Cl. The product is CC(NC(=O)c1cc(Cl)cnc1Oc1cc(F)ccc1Cl)c1ccc(C(=O)OC(C)(C)C)cc1. Reaction SMILES: [Cl:1][c:2]1[n:3][cH:4][c:5]([Cl:26])[cH:6][c:7]1[C:8](=[O:9])[NH:10][CH:11]([CH3:12])[c:13]1[cH:14][cH:15][c:16]([C:17](=[O:18])[O:19][C:20]([CH3:21])([CH3:22])[CH3:23])[cH:24][cH:25]1.[Cl:27][c:28]1[c:29]([OH:35])[cH:30][c:31]([F:34])[cH:32][cH:33]1>>[c:2]1([O:35][c:29]2[c:28]([Cl:27])[cH:33][cH:32][c:31]([F:34])[cH:30]2)[n:3][cH:4][c:5]([Cl:26])[cH:6][c:7]1[C:8](=[O:9])[NH:10][CH:11]([CH3:12])[c:13]1[cH:14][cH:15][c:16]([C:17](=[O:18])[O:19][C:20]([CH3:21])([CH3:22])[CH3:23])[cH:24][cH:25]1. Reactants: C1=CCCCC1, C1CCOC1, Cc1ccc(C(=O)n2nc(Nc3ccc(OCc4ccccc4)cc3)nc2N)cc1. The product is Cc1ccc(C(=O)n2nc(Nc3ccc(O)cc3)nc2N)cc1. As a reaction SMILES: [CH2:31]1[CH2:32][CH:33]=[CH:34][CH2:35][CH2:36]1.[CH2:37]1[O:38][CH2:39][CH2:40][CH2:41]1.[NH2:1][c:2]1[n:3][c:4]([NH:16][c:17]2[cH:18][cH:19][c:20]([O:23][CH2:24][c:25]3[cH:26][cH:27][cH:28][cH:29][cH:30]3)[cH:21][cH:22]2)[n:5][n:6]1[C:7](=[O:8])[c:9]1[cH:10][cH:11][c:12]([CH3:15])[cH:13][cH:14]1>>[NH2:1][c:2]1[n:3][c:4]([NH:16][c:17]2[cH:18][cH:19][c:20]([OH:23])[cH:21][cH:22]2)[n:5][n:6]1[C:7](=[O:8])[c:9]1[cH:10][cH:11][c:12]([CH3:15])[cH:13][cH:14]1. Reactants: O=C1CCNCC1, c1ccc2[nH]ccc2c1. Product: C1=C(c2c[nH]c3ccccc23)CCNC1. As a reaction SMILES: [NH:10]1[CH2:11][CH2:12][C:13](=[O:16])[CH2:14][CH2:15]1.[nH:1]1[cH:2][cH:3][c:4]2[cH:5][cH:6][cH:7][cH:8][c:9]12>>[nH:1]1[cH:2][c:3]([C:13]2=[CH:12][CH2:11][NH:10][CH2:15][CH2:14]2)[c:4]2[cH:5][cH:6][cH:7][cH:8][c:9]12. Starting materials: CCOC(C)=O, CCCCCC, O=Cc1cc(F)ccc1[N+](=O)[O-], [K+], [K+], O=C([O-])[O-], CN(C)C=O, Oc1ccccc1. Yields the product O=Cc1cc(Oc2ccccc2)ccc1[N+](=O)[O-]. Reaction SMILES: [CH3:31][CH2:32][O:33][C:34]([CH3:35])=[O:36].[CH3:37][CH2:38][CH2:39][CH2:40][CH2:41][CH3:42].[F:1][c:2]1[cH:3][cH:4][c:5]([N+:10](=[O:11])[O-:12])[c:6]([CH:7]=[O:8])[cH:9]1.[K+:20].[K+:21].[O-:22][C:23]([O-:24])=[O:25].[O:26]=[CH:27][N:28]([CH3:29])[CH3:30].[OH:13][c:14]1[cH:15][cH:16][cH:17][cH:18][cH:19]1>>[c:2]1([O:13][c:14]2[cH:15][cH:16][cH:17][cH:18][cH:19]2)[cH:3][cH:4][c:5]([N+:10](=[O:11])[O-:12])[c:6]([CH:7]=[O:8])[cH:9]1. Reactants: CC(=O)N1CCc2nc(NC(=N)N)sc2C1, CCO, [Na+], [OH-]. The product is N=C(N)Nc1nc2c(s1)CNCC2. Reaction SMILES: [C:1](=[O:2])([CH3:3])[N:4]1[CH2:5][c:6]2[c:7]([n:10][c:11]([NH:13][C:14](=[NH:15])[NH2:16])[s:12]2)[CH2:8][CH2:9]1.[CH3:19][CH2:20][OH:21].[Na+:18].[OH-:17]>>[NH:4]1[CH2:5][c:6]2[c:7]([n:10][c:11]([NH:13][C:14](=[NH:15])[NH2:16])[s:12]2)[CH2:8][CH2:9]1. Reactants: C1COC2(CNCC23CC3)O1, CC#N, O=[N+]([O-])c1cc(F)c(F)c(F)c1. Reaction SMILES: [CH2:1]1[O:2][C:3]2([CH2:4][NH:5][CH2:6][C:7]23[CH2:8][CH2:9]3)[O:10][CH2:11]1.[CH3:24][C:25]#[N:26].[F:12][c:13]1[cH:14][c:15]([N+:21](=[O:22])[O-:23])[cH:16][c:17]([F:20])[c:18]1[F:19]>>[CH2:1]1[O:2][C:3]2([CH2:4][N:5]([c:18]3[c:13]([F:12])[cH:14][c:15]([N+:21](=[O:22])[O-:23])[cH:16][c:17]3[F:20])[CH2:6][C:7]23[CH2:8][CH2:9]3)[O:10][CH2:11]1. The product is O=[N+]([O-])c1cc(F)c(N2CC3(CC3)C3(C2)OCCO3)c(F)c1. Reactants: C(=O)(C(F)(F)F)O (TFA), ice, C(C)(C)(C)OC(=O)N1CCN(CC1)S(=O)(=O)C1=C(C(=CC=C1Cl)NC1=C(C(C1=O)=O)N[C@H](CC)[C@@H]1O[C@@H](CC1)C)O (4-(6-chloro-2-hydroxy-3-{2-[(R)-1-((2R,5R)-5-methyl-tetrahydrofuran-2-yl)-propylamino]-3,4-dioxo-cyclobut-1-enylamino}-benzene sulfonyl)-piperazine-1-carboxylic acid tert-butyl ester). The solvent is C(Cl)Cl (DCM), C(=O)(O)[O-].[Na+] (NaHCO3), C(Cl)Cl (DCM). Run at time 4 hour. The product is ClC1=C(C(=C(C=C1)NC=1C(C(C1N[C@H](CC)[C@@H]1O[C@@H](CC1)C)=O)=O)O)S(=O)(=O)N1CCNCC1 (3-[4-Chloro-2-hydroxy-3-(piperazine-1-sulfonyl)-phenylamino]-4-[(R)-1-((2R,5R)-5-methyl-tetrahydrofuran-2-yl)-propylamino]-cyclobut-3-ene-1,2-dione). Reaction SMILES: C(O)(C(F)(F)F)=O.C(OC([N:15]1[CH2:20][CH2:19][N:18]([S:21]([C:24]2[C:29]([Cl:30])=[CH:28][CH:27]=[C:26]([NH:31][C:32]3[C:35](=[O:36])[C:34](=[O:37])[C:33]=3[NH:38][C@@H:39]([C@H:42]3[CH2:46][CH2:45][C@@H:44]([CH3:47])[O:43]3)[CH2:40][CH3:41])[C:25]=2[OH:48])(=[O:23])=[O:22])[CH2:17][CH2:16]1)=O)(C)(C)C>C(Cl)Cl.C([O-])(O)=O.[Na+]>[Cl:30][C:29]1[CH:28]=[CH:27][C:26]([NH:31][C:32]2[C:35](=[O:36])[C:34](=[O:37])[C:33]=2[NH:38][C@@H:39]([C@H:42]2[CH2:46][CH2:45][C@@H:44]([CH3:47])[O:43]2)[CH2:40][CH3:41])=[C:25]([OH:48])[C:24]=1[S:21]([N:18]1[CH2:19][CH2:20][NH:15][CH2:16][CH2:17]1)(=[O:22])=[O:23] |f:3.4|. Procedure details: 0.4 ml of TFA are added dropwise to an ice-cooled solution of 54 mg of 4-(6-chloro-2-hydroxy-3-{2-[(R)-1-((2R,5R)-5-methyl-tetrahydrofuran-2-yl)-propylamino]-3,4-dioxo-cyclobut-1-enylamino}-benzene sulfonyl)-piperazine-1-carboxylic acid tert-butyl ester (Ex. 17) in 1 ml of dry DCM under an inert atmosphere of nitrogen. After stirring at rt for 4 hours, a reaction mixture obtained is diluted with 25 ml DCM and 25 ml NaHCO3(aq) are added. An organic portion is separated and washed with 3×NaHCO3(aq...